Dataset: the Open Reaction Database (ORD), a public repository of structured organic reaction records. Task: describe an organic reaction: reactants, conditions, products, and yield The reactants are FC=1C(=C(C=O)C=C(C1)F)O (3,5-Difluoro-2-hydroxybenzaldehyde), crude product, C([O-])([O-])=O.[K+].[K+] (potassium carbonate), CI (methyl iodide). Run in C(C)#N (acetonitrile). The product is FC=1C(=C(C=O)C=C(C1)F)OC (3,5-Difluoro-2-methoxybenzaldehyde). Isolated yield 66.0%. Reaction SMILES: [F:1][C:2]1[C:3]([OH:11])=[C:4]([CH:7]=[C:8]([F:10])[CH:9]=1)[CH:5]=[O:6].[C:12](=O)([O-])[O-].[K+].[K+].CI>C(#N)C>[F:1][C:2]1[C:3]([O:11][CH3:12])=[C:4]([CH:7]=[C:8]([F:10])[CH:9]=1)[CH:5]=[O:6] |f:1.2.3|. Procedure: 3,5-Difluoro-2-hydroxybenzaldehyde in the form of a crude product (corresponding to 0.35 mol) was dissolved in 800 ml of acetonitrile. 110 g (0.8 mol) of potassium carbonate and 61 ml (0.96 mol) of methyl iodide were added thereto, and the mixture was heated under reflux for 5 hr. After cooling the mixture, insolubles were removed by filtration, and the mother liquor was concentrated. 1.3 l of ether was added to the concentrate, and the mixture was washed twice with 500 ml of water. Then, the mi... Starting materials: [BH4-], CN(C)CC1CCc2cc(NC(=O)c3ccc(-c4ccc(C=O)cc4)cc3)ccc2C1, CCOC(C)=O, CO, [Na+], C1CCOC1. Product: CN(C)CC1CCc2cc(NC(=O)c3ccc(-c4ccc(CO)cc4)cc3)ccc2C1. As a reaction SMILES: [BH4-:32].[CH3:1][N:2]([CH3:3])[CH2:4][CH:5]1[CH2:6][c:7]2[cH:8][cH:9][c:10]([NH:15][C:16](=[O:17])[c:18]3[cH:19][cH:20][c:21](-[c:24]4[cH:25][cH:26][c:27]([CH:30]=[O:31])[cH:28][cH:29]4)[cH:22][cH:23]3)[cH:11][c:12]2[CH2:13][CH2:14]1.[CH3:34][CH2:35][O:36][C:37](=[O:38])[CH3:39].[CH3:40][OH:41].[Na+:33].[O:42]1[CH2:43][CH2:44][CH2:45][CH2:46]1>>[CH3:1][N:2]([CH3:3])[CH2:4][CH:5]1[CH2:6][c:7]2[cH:8][cH:9][c:10]([NH:15][C:16](=[O:17])[c:18]3[cH:19][cH:20][c:21](-[c:24]4[cH:25][cH:26][c:27]([CH2:30][OH:31])[cH:28][cH:29]4)[cH:22][cH:23]3)[cH:11][c:12]2[CH2:13][CH2:14]1. Reactants: ClC=1C(N(C(C1C1=CC=CC=C1)=O)CCCOC)=O (3-Chloro-1-(3-methoxypropyl)-4-phenyl-1H-pyrrole-2,5-dione), COC1=CC=C(N)C=C1 (4-methoxyaniline). Run in CN(C)C=O (DMF). Conditions: temperature 150 celsius. Yields the product COC1=CC=C(C=C1)NC=1C(N(C(C1C1=CC=CC=C1)=O)CCCOC)=O (3-[(4-Methoxyphenyl)amino]-1-(3-methoxypropyl)-4-phenyl-1H-pyrrole-2,5-dione). Yield: 15.0%. As a reaction SMILES: Cl[C:2]1[C:3](=[O:19])[N:4]([CH2:14][CH2:15][CH2:16][O:17][CH3:18])[C:5](=[O:13])[C:6]=1[C:7]1[CH:12]=[CH:11][CH:10]=[CH:9][CH:8]=1.[CH3:20][O:21][C:22]1[CH:28]=[CH:27][C:25]([NH2:26])=[CH:24][CH:23]=1>CN(C=O)C>[CH3:20][O:21][C:22]1[CH:28]=[CH:27][C:25]([NH:26][C:2]2[C:3](=[O:19])[N:4]([CH2:14][CH2:15][CH2:16][O:17][CH3:18])[C:5](=[O:13])[C:6]=2[C:7]2[CH:12]=[CH:11][CH:10]=[CH:9][CH:8]=2)=[CH:24][CH:23]=1. Procedure details: 3-Chloro-1-(3-methoxypropyl)-4-phenyl-1H-pyrrole-2,5-dione (0.20 mmol, 56 mg) and 4-methoxyaniline (0.48 mmol, 59 mg) were dissolved in DMF (1 mL). The mixture was heated in a microwave reactor at 150° C. for five min. After cooling, the reaction mixture was purified by HPLC (95% 0.1M ammonium acetate buffer: 5% CH3CN→100% CH3CN) to give 11 mg (15%) of the title compound. 1H NMR (400 MHz, CDCl3) δ 7.17 (bs, 1H), 7.14-7.05 (m, 3H), 7.01-6.95 (m, 2H), 6.63-6.52 (m, 4H), 3.71 (t, J=7.0 Hz, 2H), 3.7... Reactants: C(C)(=O)O[BH-](OC(C)=O)OC(C)=O.[Na+] (sodium triacetoxyborohydride), O1C(OCC1)CC=1C=C2CC(OC(C2=CC1)=O)C (6-(1,3-dioxolan-2-ylmethyl)-3-methyl-3,4-dihydro-1H-isochromen-1-one), C(=O)(OC(C)(C)C)N1CCNCC1 (boc-piperazine), Cl (HCl). Run in O1CCOCC1 (dioxane). Conditions: time 8 hour. Product: CC1OC(C2=CC=C(C=C2C1)CCN1CCN(CC1)C(=O)OC(C)(C)C)=O (tert-butyl 4-[2-(3-methyl-1-oxo-3,4-dihydro-1H-isochromen-6-yl)ethyl]piperazine-1-carboxylate). Isolated yield 70.9%. RXN SMILES: Cl.O1CCO[CH:3]1[CH2:7][C:8]1[CH:9]=[C:10]2[C:15](=[CH:16][CH:17]=1)[C:14](=[O:18])[O:13][CH:12]([CH3:19])[CH2:11]2.[C:20]([N:27]1[CH2:32][CH2:31][NH:30][CH2:29][CH2:28]1)([O:22][C:23]([CH3:26])([CH3:25])[CH3:24])=[O:21].C(O[BH-](OC(=O)C)OC(=O)C)(=O)C.[Na+]>O1CCOCC1>[CH3:19][CH:12]1[CH2:11][C:10]2[C:15](=[CH:16][CH:17]=[C:8]([CH2:7][CH2:3][N:30]3[CH2:29][CH2:28][N:27]([C:20]([O:22][C:23]([CH3:26])([CH3:25])[CH3:24])=[O:21])[CH2:32][CH2:31]3)[CH:9]=2)[C:14](=[O:18])[O:13]1 |f:3.4|. Procedure details: A 1:1 solution of dioxane:3N HCl was added to a flask containing of 780 mg (3.2 mmol) of 6-(1,3-dioxolan-2-ylmethyl)-3-methyl-3,4-dihydro-1H-isochromen-1-one. The reaction was then stirred at room temp overnight. The crude reaction mixture was then partitioned between water and DCM. The organic layer was washed with saturated sodium bicarbonate solution, followed by brine. The organic layer was then dried with magnesium sulfate, filtered and concentrated. The crude aldehyde was redissolved in DC... Reactants: O=C1NCCC12CCN(S(=O)(=O)c1ccccc1C(F)(F)F)CC2, OC(c1ccc(I)cc1)C(F)(F)F. Yields the product O=C1N(c2ccc(C(O)C(F)(F)F)cc2)CCC12CCN(S(=O)(=O)c1ccccc1C(F)(F)F)CC2. RXN SMILES: [F:1][C:2]([c:3]1[c:4]([S:9](=[O:10])(=[O:11])[N:12]2[CH2:13][CH2:14][C:15]3([CH2:16][CH2:17][NH:18][C:19]3=[O:20])[CH2:21][CH2:22]2)[cH:5][cH:6][cH:7][cH:8]1)([F:23])[F:24].[F:25][C:26]([CH:27]([OH:28])[c:29]1[cH:30][cH:31][c:32]([I:35])[cH:33][cH:34]1)([F:36])[F:37]>>[F:1][C:2]([c:3]1[c:4]([S:9](=[O:10])(=[O:11])[N:12]2[CH2:13][CH2:14][C:15]3([CH2:16][CH2:17][N:18]([c:32]4[cH:31][cH:30][c:29]([CH:27]([C:26]([F:25])([F:36])[F:37])[OH:28])[cH:34][cH:33]4)[C:19]3=[O:20])[CH2:21][CH2:22]2)[cH:5][cH:6][cH:7][cH:8]1)([F:23])[F:24]. Reactants: COC(C1=CC(=CC=C1)NC(CBr)=O)=O (3-(2-bromo-acetylamino)-benzoic acid methyl ester), C(C)(C)C1=C(C=CC=C1C)O (isopropyl-3-methylphenol), C([O-])([O-])=O.[K+].[K+] (potassium carbonate). Solvent: CC(CC)=O (2-butanone). Reaction conditions: time 12 hour. Product: C(C)(C)C1=C(C=C(OCC(=O)NC=2C=C(C(=O)OC)C=CC2)C=C1)C (methyl 3-[2-(4-isopropyl-3-methyl-phenoxy)acetylamino]benzoate). RXN SMILES: [CH3:1][O:2][C:3](=[O:15])[C:4]1[CH:9]=[CH:8][CH:7]=[C:6]([NH:10][C:11](=[O:14])[CH2:12]Br)[CH:5]=1.[CH:16]([C:19]1[C:24]([CH3:25])=[CH:23][CH:22]=[CH:21][C:20]=1O)([CH3:18])[CH3:17].C(=O)([O-])[O-:28].[K+].[K+]>CC(=O)CC>[CH:16]([C:19]1[CH:20]=[CH:21][C:22]([O:28][CH2:12][C:11]([NH:10][C:6]2[CH:5]=[C:4]([CH:9]=[CH:8][CH:7]=2)[C:3]([O:2][CH3:1])=[O:15])=[O:14])=[CH:23][C:24]=1[CH3:25])([CH3:18])[CH3:17] |f:2.3.4|. Reported procedure: A solution of 3-(2-bromo-acetylamino)-benzoic acid methyl ester (1.80 g, 6.61 mmol), 4 isopropyl-3-methylphenol (1.00 g, 6.61 mmol) and potassium carbonate (1.00 g, 7.23 mmol) in 2-butanone (15 mL) was heated to reflux under inert atmosphere with stirring for 12 h. After cooling, the mixture was partitioned between water and ethyl acetate (50 mL each). The aqueous phase was extracted with ethyl acetate, and the extracts were washed with brine, combined, dried over magnesium sulfate, filtered and... The reactants are ClC1=CC=NC2=CC(=CC(=C12)OC)OC (4-Chloro-5,7-dimethoxyquinoline), C1=CC(=CC=C1[N+](=O)[O-])O (p-nitrophenol). Run in ClC1=CC=CC=C1 (chlorobenzene). Conditions: time 1 hour. Yields the product COC1=C2C(=CC=NC2=CC(=C1)OC)OC1=CC=C(C=C1)[N+](=O)[O-] (5,7-dimethoxy-4-(4-nitrophenoxy)quinoline). Reaction SMILES: Cl[C:2]1[C:11]2[C:6](=[CH:7][C:8]([O:14][CH3:15])=[CH:9][C:10]=2[O:12][CH3:13])[N:5]=[CH:4][CH:3]=1.[CH:16]1[C:21]([N+:22]([O-:24])=[O:23])=[CH:20][CH:19]=[C:18]([OH:25])[CH:17]=1>ClC1C=CC=CC=1>[CH3:13][O:12][C:10]1[CH:9]=[C:8]([O:14][CH3:15])[CH:7]=[C:6]2[C:11]=1[C:2]([O:25][C:18]1[CH:17]=[CH:16][C:21]([N+:22]([O-:24])=[O:23])=[CH:20][CH:19]=1)=[CH:3][CH:4]=[N:5]2. Reported procedure: 4-Chloro-5,7-dimethoxyquinoline (100 mg, 0.40 mmol) and p-nitrophenol (124 mg, 0.89 mmol) in chlorobenzene (2 mL) was heated at reflux for 14 h. Then the reaction mixture was cooled to rt, filtered, and the residue washed with toluene. The solid was suspended in 10% NaOH solution and stirred for 1 h at rt. The yellow solid was collected and washed with EtOAc to give 5,7-dimethoxy-4-(4-nitrophenoxy)quinoline. LCMS m/z=327 (M+1); 1H NMR (CDCl3) δ: 8.60 (d, 1H, J=6.0 Hz), 8.44 (d, 2, J=8.8 Hz), 7.7...